This data is from the Open Reaction Database (ORD), a public repository of structured organic reaction records. The task is: describe an organic reaction: reactants, conditions, products, and yield Reactants: CC(N)=O, CC(=O)Nc1nnc(S(N)(=O)=O)s1, CC(=O)Nc1nnc(S(N)(=O)=O)s1, CO, Cl. Yields the product Nc1nnc(S(N)(=O)=O)s1. Reaction SMILES: [C:14]([NH2:15])(=[O:16])[CH3:17].[C:1](=[O:2])([CH3:3])[NH:4][c:5]1[s:6][c:7]([S:10](=[O:11])(=[O:12])[NH2:13])[n:8][n:9]1.[CH3:18][C:19]([NH:20][c:21]1[s:22][c:23]([S:24](=[O:25])(=[O:26])[NH2:27])[n:28][n:29]1)=[O:30].[CH3:32][OH:33].[ClH:31]>>[NH2:4][c:5]1[s:6][c:7]([S:10](=[O:11])(=[O:12])[NH2:13])[n:8][n:9]1. Reactants: ClC1=C(C=C(C=C1)Cl)Cl (1,2,4-trichlorobenzene), ClC1=CC=CC=C1 (chlorobenzene). Product: ClC=1C(=C(C=CC1)Cl)Cl (trichlorobenzene). The yield is 381.3%. RXN SMILES: Cl[C:2]1[CH:7]=[CH:6][C:5]([Cl:8])=[CH:4][C:3]=1[Cl:9].[Cl:10]C1C=CC=CC=1>>[Cl:9][C:3]1[C:4]([Cl:10])=[C:5]([Cl:8])[CH:6]=[CH:7][CH:2]=1. Reported procedure: Example 3 was repeated replacing the benzene with 139.5 g of chlorobenzene. After 20 hours reaction, 25.7 g of 1,2,4-trichlorobenzene-insoluble polymer and 98.0 g of trichlorobenzene-soluble polymer were obtained. This indicates that while less reactive than benzene, chlorobenzene is also a suitable aromatic reactant. Reactants: CN(C)Cc1ccccc1-c1ccc(N)cc1, O=C(Nc1ccc(Cl)cc1)NC(C(=O)O)c1ccccc1F, O=P(Cl)(Cl)Cl, c1ccncc1. Product: CN(C)Cc1ccccc1-c1ccc(NC(=O)C(NC(=O)Nc2ccc(Cl)cc2)c2ccccc2F)cc1. RXN SMILES: [CH3:23][N:24]([CH3:25])[CH2:26][c:27]1[c:28](-[c:33]2[cH:34][cH:35][c:36]([NH2:39])[cH:37][cH:38]2)[cH:29][cH:30][cH:31][cH:32]1.[F:1][c:2]1[c:3]([CH:8]([C:9](=[O:10])[OH:11])[NH:12][C:13](=[O:14])[NH:15][c:16]2[cH:17][cH:18][c:19]([Cl:22])[cH:20][cH:21]2)[cH:4][cH:5][cH:6][cH:7]1.[P:40]([Cl:41])([Cl:42])([Cl:43])=[O:44].[cH:45]1[cH:46][cH:47][n:48][cH:49][cH:50]1>>[F:1][c:2]1[c:3]([CH:8]([C:9](=[O:11])[NH:39][c:36]2[cH:35][cH:34][c:33](-[c:28]3[c:27]([CH2:26][N:24]([CH3:23])[CH3:25])[cH:32][cH:31][cH:30][cH:29]3)[cH:38][cH:37]2)[NH:12][C:13](=[O:14])[NH:15][c:16]2[cH:17][cH:18][c:19]([Cl:22])[cH:20][cH:21]2)[cH:4][cH:5][cH:6][cH:7]1. Starting materials: OCCCCCCBr, Clc1ccc(CBr)cc1, Cl, [H-], [Na+], C1CCOC1. The product is Clc1ccc(COCCCCCCBr)cc1. Reaction SMILES: [Br:3][CH2:4][CH2:5][CH2:6][CH2:7][CH2:8][CH2:9][OH:10].[Cl:11][c:12]1[cH:13][cH:14][c:15]([CH2:16][Br:17])[cH:18][cH:19]1.[ClH:20].[H-:1].[Na+:2].[O:21]1[CH2:22][CH2:23][CH2:24][CH2:25]1>>[Br:3][CH2:4][CH2:5][CH2:6][CH2:7][CH2:8][CH2:9][O:10][CH2:16][c:15]1[cH:14][cH:13][c:12]([Cl:11])[cH:19][cH:18]1. Reactants: BrC=1C=CC(=NC1)N1C[C@@H](CC1)NC(COC)=O (N—[(R)-1-(5-bromo-pyridin-2-yl)-pyrrolidin-3-yl]-2-methoxy-acetamide), [BH4-].[Na+] (sodium borohydride), II (iodine). Run in O1CCCC1 (tetrahydrofuran), O1CCCC1 (tetrahydrofuran). The product is BrC=1C=CC(=NC1)N1C[C@@H](CC1)NCCO (2-[(R)-1-(5-Bromo-pyridin-2-yl)-pyrrolidin-3-ylamino]-ethanol). Isolated yield 26.4%. Reaction SMILES: II.[Br:3][C:4]1[CH:5]=[CH:6][C:7]([N:10]2[CH2:14][CH2:13][C@@H:12]([NH:15][C:16](=O)[CH2:17][O:18]C)[CH2:11]2)=[N:8][CH:9]=1.[BH4-].[Na+]>O1CCCC1>[Br:3][C:4]1[CH:5]=[CH:6][C:7]([N:10]2[CH2:14][CH2:13][C@@H:12]([NH:15][CH2:16][CH2:17][OH:18])[CH2:11]2)=[N:8][CH:9]=1 |f:2.3|. Reported procedure: Add dropwise via an addition funnel a solution of iodine (727 mg, 2.86 mmol) in tetrahydrofuran (5 mL) over 15 min to a mixture of N—[(R)-1-(5-bromo-pyridin-2-yl)-pyrrolidin-3-yl]-2-methoxy-acetamide (500 mg, 1.59 mmol) and sodium borohydride (217 mg, 6.05 mmol) in tetrahydrofuran (5 mL). Heat the colorless mixture at reflux overnight, then cool to room temperature and slowly quench with MeOH until no foaming is observed. Concentrate the material in vacuo. Add 1N NaOH (20 mL) to the residue and ... Reactants: C(C)OC(C1=C(C=CC=C1)COC1=CC=C(C=C1)CC(C)(C)C(=O)OCC)=O (2-[4-(2-ethoxycarbonyl-2-methylpropyl)phenoxymethyl]benzoic acid ethyl ester), [OH-].[K+] (potassium hydroxide), Cl (HCl). Run in O (water), C(C)O (ethanol). The product is C(=O)(O)C(CC1=CC=C(OCC2=C(C(=O)O)C=CC=C2)C=C1)(C)C (2-[4-(2-carboxy-2-methylpropyl)phenoxymethyl]benzoic acid). Yield: 917.1%. RXN SMILES: [OH-].[K+].C([O:5][C:6](=[O:30])[C:7]1[CH:12]=[CH:11][CH:10]=[CH:9][C:8]=1[CH2:13][O:14][C:15]1[CH:20]=[CH:19][C:18]([CH2:21][C:22]([C:25]([O:27]CC)=[O:26])([CH3:24])[CH3:23])=[CH:17][CH:16]=1)C.Cl>C(O)C.O>[C:25]([C:22]([CH3:24])([CH3:23])[CH2:21][C:18]1[CH:19]=[CH:20][C:15]([O:14][CH2:13][C:8]2[CH:9]=[CH:10][CH:11]=[CH:12][C:7]=2[C:6]([OH:30])=[O:5])=[CH:16][CH:17]=1)([OH:27])=[O:26] |f:0.1|. Procedure details: A solution containing 30.2 g of potassium hydroxide in 150 ml 95% ethanol was added to 2-[4-(2-ethoxycarbonyl-2-methylpropyl)phenoxymethyl]benzoic acid ethyl ester (20.3 g) and warmed to reflux for 8 hours. The solution was cooled, diluted with water and adjusted to pH 5 with 6N HCl. Cooling overnight gave a precipitate which was collected at air dried to give 159 g of 2-[4-(2-carboxy-2-methylpropyl)phenoxymethyl]benzoic acid as powder.